From a dataset of the Open Reaction Database (ORD), a public repository of structured organic reaction records. describe an organic reaction: reactants, conditions, products, and yield Starting materials: Brc1ccc(Br)nc1, CC(=O)[O-], CC(=O)[O-], CC(C)(C)[O-], Nc1cccc2cnccc12, [Na+], [Pd+2]. Product: Brc1ccc(Nc2cccc3cnccc23)nc1. Reaction SMILES: [Br:12][c:13]1[n:14][cH:15][c:16]([Br:19])[cH:17][cH:18]1.[C:26]([O-:27])(=[O:28])[CH3:29].[C:31]([O-:32])(=[O:33])[CH3:34].[CH3:20][C:21]([CH3:22])([O-:23])[CH3:24].[NH2:1][c:2]1[c:3]2[cH:4][cH:5][n:6][cH:7][c:8]2[cH:9][cH:10][cH:11]1.[Na+:25].[Pd+2:30]>>[NH:1]([c:2]1[c:3]2[cH:4][cH:5][n:6][cH:7][c:8]2[cH:9][cH:10][cH:11]1)[c:13]1[n:14][cH:15][c:16]([Br:19])[cH:17][cH:18]1. Yields the product FC1=CC=C(C=C1)[C@@H](C)NC(C=1C=C(C=CC1)N)C1=CC=C(C=C1)OC (3-{[(R)-1-(4-Fluorophenyl)ethylamino]-(4-methoxyphenyl)methyl}phenylamine). Reported procedure: Following a similar reaction, separation and purification procedure to that described in Example (59b), 7.60 g of N-[(R)-1-(4-fluorophenyl)ethyl]-N-[(4-methoxyphenyl)-(3-nitrophenyl)methyl]amine [prepared as described in step (a) above], 9.51 g of nickel chloride hexahydrate and 3.03 g of sodium borohydride were reacted, to obtain 1.52 g of isomer A and 1.39 g of isomer B of the title compound, each as a pale yellow oil. The reactants are FC1=CC=C(C=C1)[C@@H](C)NC(C1=CC(=CC=C1)[N+](=O)[O-])C1=CC=C(C=C1)OC (N-[(R)-1-(4-fluorophenyl)ethyl]-N-[(4-methoxyphenyl)-(3-nitrophenyl)methyl]amine), [BH4-].[Na+] (sodium borohydride). RXN SMILES: [F:1][C:2]1[CH:7]=[CH:6][C:5]([C@H:8]([NH:10][CH:11]([C:21]2[CH:26]=[CH:25][C:24]([O:27][CH3:28])=[CH:23][CH:22]=2)[C:12]2[CH:17]=[CH:16][CH:15]=[C:14]([N+:18]([O-])=O)[CH:13]=2)[CH3:9])=[CH:4][CH:3]=1.[BH4-].[Na+]>O.O.O.O.O.O.[Ni](Cl)Cl>[F:1][C:2]1[CH:7]=[CH:6][C:5]([C@H:8]([NH:10][CH:11]([C:21]2[CH:22]=[CH:23][C:24]([O:27][CH3:28])=[CH:25][CH:26]=2)[C:12]2[CH:13]=[C:14]([NH2:18])[CH:15]=[CH:16][CH:17]=2)[CH3:9])=[CH:4][CH:3]=1 |f:1.2,3.4.5.6.7.8.9|. Reagents/catalysts: O.O.O.O.O.O.[Ni](Cl)Cl (nickel chloride hexahydrate). Reactants: TMS-ethyl, NCCCC1=CC(=C(C=C1)N1CC(N(S1(=O)=O)CC[Si](C)(C)C)=O)OCC1=CC=CC=C1 (5-[4-(3-aminopropyl)-2-benzyloxyphenyl]-1,1-dioxo-2-(2-trimethylsilanylethyl)-1,2,5-thiadiazolidin-3-one), C(C)OC(C1=C(C=CC=C1)N=C=O)=O (2-isocyanatobenzoic acid ethyl ester), N1=CN=CC2=CC=CC=C12 (quinazoline). Yields the product OC=1C=C(C=CC1N1S(NC(C1)=O)(=O)=O)CCCN1C(NC2=CC=CC=C2C1=O)=O (3-{3-[3-Hydroxy-4-(1,1,4-trioxo-1,2,5-thiadiazolidin-2-yl)-phenyl]-propyl}-1H-quinazoline-2,4-dione). Reaction SMILES: [NH2:1][CH2:2][CH2:3][CH2:4][C:5]1[CH:10]=[CH:9][C:8]([N:11]2[S:15](=[O:17])(=[O:16])[N:14](CC[Si](C)(C)C)[C:13](=[O:24])[CH2:12]2)=[C:7]([O:25]CC2C=CC=CC=2)[CH:6]=1.C([O:35][C:36](=O)[C:37]1[CH:42]=[CH:41][CH:40]=[CH:39][C:38]=1[N:43]=[C:44]=[O:45])C.N1C2C(=CC=CC=2)C=NC=1>>[OH:25][C:7]1[CH:6]=[C:5]([CH2:4][CH2:3][CH2:2][N:1]2[C:36](=[O:35])[C:37]3[C:38](=[CH:39][CH:40]=[CH:41][CH:42]=3)[NH:43][C:44]2=[O:45])[CH:10]=[CH:9][C:8]=1[N:11]1[CH2:12][C:13](=[O:24])[NH:14][S:15]1(=[O:16])=[O:17]. Procedure: The title compound is prepared from 5-[4-(3-aminopropyl)-2-benzyloxyphenyl]-1,1-dioxo-2-(2-trimethylsilanylethyl)-1,2,5-thiadiazolidin-3-one and 2-isocyanatobenzoic acid ethyl ester analogous to Example 214. Cyclization to the quinazoline occurs during the TMS-ethyl deprotection step. 1H NMR (400 MHz, DMSO-d6) δ ppm 1.85 (dq, J=7.71, 7.54 Hz, 2 H) 2.51-2.56 (m, 2 H) 3.92 (d, J=7.33 Hz, 2 H) 4.00 (s, 2 H) 6.63 (dd, J=8.08, 2.02 Hz, 1 H) 6.70 (d, J=2.02 Hz, 1 H) 7.17 (d, J=7.83 Hz, 2 H) 7.26 (d, J... Reactants: BrC1=C(C=C(C#N)C=C1)C (4-Bromo-3-methylbenzonitrile), COC1=CC=C(C=C1)B(O)O (4-methoxyphenylboronic acid). Yields the product COC1=CC=C(C=C1)C1=C(C=C(C=C1)C#N)C (4′-methoxy-2-methyl-1,1′-biphenyl-4-carbonitrile). The yield is 80.0%. As a reaction SMILES: Br[C:2]1[CH:9]=[CH:8][C:5]([C:6]#[N:7])=[CH:4][C:3]=1[CH3:10].[CH3:11][O:12][C:13]1[CH:18]=[CH:17][C:16](B(O)O)=[CH:15][CH:14]=1>>[CH3:11][O:12][C:13]1[CH:18]=[CH:17][C:16]([C:2]2[CH:9]=[CH:8][C:5]([C:6]#[N:7])=[CH:4][C:3]=2[CH3:10])=[CH:15][CH:14]=1. Procedure: 4-Bromo-3-methylbenzonitrile and 4-methoxyphenylboronic acid were processed as described in Example 164A to provide the title compound (80% yield). 1HNMR (300 MHz, CDCl3) δ2.40 (3H), 3.73 (s, 3H), 6.84-7.60 (m, 7H); MS (DCI) m/z 224 (M+H)+. The reactants are C1(=CC=CC=C1)C(OCC1CNCCC1)C1=CC=CC=C1 (3-(diphenylmethoxymethyl)piperidine), COC=1C=C(CCBr)C=CC1 (3-methoxyphenethyl bromide), C([O-])([O-])=O.[Na+].[Na+] (sodium carbonate), [I-].[Na+] (sodium iodide). Run in C(C)#N (acetonitrile), C(C)(=O)OCC (ethyl acetate), O (water). Product: C1(=CC=CC=C1)C(OCC1CN(CCC1)CCC1=CC(=CC=C1)OC)C1=CC=CC=C1 (3-(Diphenylmethoxymethyl)-1-(3-methoxyphenethyl)piperidine). The yield is 53.9%. RXN SMILES: [C:1]1([CH:7]([C:16]2[CH:21]=[CH:20][CH:19]=[CH:18][CH:17]=2)[O:8][CH2:9][CH:10]2[CH2:15][CH2:14][CH2:13][NH:12][CH2:11]2)[CH:6]=[CH:5][CH:4]=[CH:3][CH:2]=1.[CH3:22][O:23][C:24]1[CH:25]=[C:26]([CH:30]=[CH:31][CH:32]=1)[CH2:27][CH2:28]Br.C(=O)([O-])[O-].[Na+].[Na+].[I-].[Na+]>C(#N)C.C(OCC)(=O)C.O>[C:1]1([CH:7]([C:16]2[CH:21]=[CH:20][CH:19]=[CH:18][CH:17]=2)[O:8][CH2:9][CH:10]2[CH2:15][CH2:14][CH2:13][N:12]([CH2:28][CH2:27][C:26]3[CH:30]=[CH:31][CH:32]=[C:24]([O:23][CH3:22])[CH:25]=3)[CH2:11]2)[CH:2]=[CH:3][CH:4]=[CH:5][CH:6]=1 |f:2.3.4,5.6|. Reported procedure: A mixture of 3-(diphenylmethoxymethyl)piperidine (1.40 g, 5.0 mmol--see Preparation 1), 3-methoxyphenethyl bromide (1.08 g, 5.0 mmol), sodium carbonate (1.08 g) and sodium iodide (0.10 g) in acetonitrile (30 ml) was heated under reflux for 18 hours, diluted with ethyl acetate and water and the layers separated. The organic layer was washed with water, dried over magnesium sulphate and evaporated. The residue was purified by chromatography on silica using dichloromethane plus 0-3% methanol as elu... Starting materials: CC(CO)(C#C)O (2-methylbut-3-yne-1,2-diol), BrC=1C=C2C3=NC(=CN3C3CC(C2=CC1F)C3)C(=O)N (9-bromo-10-fluoro-2,5-diazatetracyclo[11.1.1.0[2,6].0[7,12]]pentadeca-3,5,7,9,11-pentaene-4-carboxamide), BrC=1C=C2C3=NC(=C(N3C3CC(C2=CC1F)C3)C(=O)NC)C(=O)N (9-bromo-10-fluoro-3-N-methyl-2,5-diazatetracyclo[11.1.1.0[2,6].0[7,12]]pentadeca-3,5,7,9,11-pentaene-3,4-dicarboxamide). Yields the product OC(C#CC=1C=C2C3=NC(=C(N3C3CC(C2=CC1F)C3)C(=O)NC)C(=O)N)(CO)C ((±) 9-(3,4-dihydroxy-3-methylbut-1-yn-1-yl)-10-fluoro-3-N-methyl-2,5-diazatetracyclo[11.1.1.0[2,6].0[7,12]]pentadeca-3,5,7,9,11-pentaene-3,4-dicarboxamide), OC(C#CC=1C=C2C3=NC(=CN3C3CC(C2=CC1F)C3)C(=O)N)(CO)C ((±) 9-(3,4-dihydroxy-3-methylbut-1-yn-1-yl)-10-fluoro-2,5 diazatetracyclo[11.1.1.0[2,6].0[7,12]]pentadeca-3,5,7,9,11-pentaene-4-carboxamide). As a reaction SMILES: Br[C:2]1[CH:3]=[C:4]2[C:13](=[CH:14][C:15]=1[F:16])[CH:12]1[CH2:17][CH:10]([CH2:11]1)[N:9]1[C:5]2=[N:6][C:7]([C:18]([NH2:20])=[O:19])=[CH:8]1.Br[C:22]1[CH:23]=[C:24]2[C:33](=[CH:34][C:35]=1[F:36])[CH:32]1[CH2:37][CH:30]([CH2:31]1)[N:29]1[C:25]2=[N:26][C:27]([C:42]([NH2:44])=[O:43])=[C:28]1[C:38]([NH:40][CH3:41])=[O:39].[CH3:45][C:46]([OH:51])([C:49]#[CH:50])[CH2:47][OH:48]>>[OH:51][C:46]([CH3:45])([CH2:47][OH:48])[C:49]#[C:50][C:22]1[CH:23]=[C:24]2[C:33](=[CH:34][C:35]=1[F:36])[CH:32]1[CH2:37][CH:30]([CH2:31]1)[N:29]1[C:25]2=[N:26][C:27]([C:42]([NH2:44])=[O:43])=[C:28]1[C:38]([NH:40][CH3:41])=[O:39].[OH:51][C:46]([CH3:45])([CH2:47][OH:48])[C:49]#[C:50][C:2]1[CH:3]=[C:4]2[C:13](=[CH:14][C:15]=1[F:16])[CH:12]1[CH2:17][CH:10]([CH2:11]1)[N:9]1[C:5]2=[N:6][C:7]([C:18]([NH2:20])=[O:19])=[CH:8]1. Procedure: A mixture of 9-bromo-10-fluoro-2,5-diazatetracyclo[11.1.1.0[2,6].0[7,12]]pentadeca-3,5,7,9,11-pentaene-4-carboxamide and 9-bromo-10-fluoro-3-N-methyl-2,5-diazatetracyclo[11.1.1.0[2,6].0[7,12]]pentadeca-3,5,7,9,11-pentaene-3,4-dicarboxamide (125 mg) was reacted with 2-methylbut-3-yne-1,2-diol similar to as described in Procedure E to afford 25.2 mg of (±) 9-(3,4-dihydroxy-3-methylbut-1-yn-1-yl)-10-fluoro-3-N-methyl-2,5-diazatetracyclo[11.1.1.0[2,6].0[7,12]]pentadeca-3,5,7,9,11-pentaene-3,4-dicarb... As a reaction SMILES: [NH2:1][NH2:2].[Cl:3][C:4]1[CH:9]=[CH:8][C:7]([N:10]=[C:11]=[O:12])=[CH:6][CH:5]=1>ClCCCl>[Cl:3][C:4]1[CH:9]=[CH:8][C:7]([NH:10][C:11](=[O:12])[NH:1][NH2:2])=[CH:6][CH:5]=1. Run in ClCCCl (1,2-dichloroethane). Product: ClC1=CC=C(C=C1)NC(NN)=O (4-(p-Chlorophenyl)semicarbazide). Conditions: time 8 hour. Starting materials: NN (Hydrazine), ClC1=CC=C(C=C1)N=C=O (4-chlorophenyl isocyanate). Procedure details: Hydrazine (0.83 mL, 26.4 mmol) is added dropwise to a solution of 4-chlorophenyl isocyanate (3.85 g, 25.1 mmol) in 1,2-dichloroethane. The reaction mixture is stirred overnight at room temperature and filtered. The filter cake is washed with ether and dried to give the title product as a white solid, 4.28 g, which is identified by 1HNMR spectral analysis. The reactants are N1C(=NCCCC1)C(=O)C1=C(C=CC=C1)Br (o-bromophenyl 4,5,6,7-tetrahydro-1H-1,3-diazepin-2-yl ketone), C([O-])([O-])=O.[K+].[K+] (potassium carbonate), cupric oxide. Run in CN(C=O)C (dimethylformamide), C1=CC=CC=C1 (benzene). The product is N=1CCCCN2C1C(C=1C=CC=CC21)=O (2,3,4,5-tetrahydro-1,3-diazepino[1,2-a]-indol-11-one). As a reaction SMILES: [NH:1]1[CH2:7][CH2:6][CH2:5][CH2:4][N:3]=[C:2]1[C:8]([C:10]1[CH:15]=[CH:14][CH:13]=[CH:12][C:11]=1Br)=[O:9].C(=O)([O-])[O-].[K+].[K+]>CN(C)C=O.C1C=CC=CC=1>[N:1]1[CH2:7][CH2:6][CH2:5][CH2:4][N:3]2[C:11]3[CH:12]=[CH:13][CH:14]=[CH:15][C:10]=3[C:8](=[O:9])[C:2]=12 |f:1.2.3|. Reported procedure: A solution of o-bromophenyl 4,5,6,7-tetrahydro-1H-1,3-diazepin-2-yl ketone (0.7 g.) in dry dimethylformamide (5 ml.) was stirred with potassium carbonate (0.35 g.) and cupric oxide (0.030 g.) at 90°C for 2 hr. under nitrogen. The mixture was diluted with benzene (100 ml.), filtered, washed with water (3 × 50 ml.) and dried over magnesium sulphate. After removal of the solvent under reduced pressure the residue was extracted with hot cyclohexane (ca.150 ml). The extracts slowly crystallised to gi... The reactants are [OH-].[Na+] (NaOH), C(C#C)OC1=C(C(=O)OC)C=CC(=C1)OC1CCN(CC1)C(=O)OC(C)(C)C (Methyl 2-propargyloxy-4-(N-t-butyloxycarbonyl-4-piperidinyloxy)benzoate), C(CC(O)(C(=O)O)CC(=O)O)(=O)O (citric acid). Run in CO (methanol). Reaction conditions: temperature 50 celsius, time 4 hour. The product is C(C#C)OC1=C(C(=O)O)C=CC(=C1)OC1CCN(CC1)C(=O)OC(C)(C)C (2-propargyloxy-4-(N-t-butyloxycarbonyl-4-piperidinyloxy)benzoic acid). Reaction SMILES: [CH2:1]([O:4][C:5]1[CH:14]=[C:13]([O:15][CH:16]2[CH2:21][CH2:20][N:19]([C:22]([O:24][C:25]([CH3:28])([CH3:27])[CH3:26])=[O:23])[CH2:18][CH2:17]2)[CH:12]=[CH:11][C:6]=1[C:7]([O:9]C)=[O:8])[C:2]#[CH:3].[OH-].[Na+].C(O)(=O)CC(CC(O)=O)(C(O)=O)O>CO>[CH2:1]([O:4][C:5]1[CH:14]=[C:13]([O:15][CH:16]2[CH2:21][CH2:20][N:19]([C:22]([O:24][C:25]([CH3:28])([CH3:27])[CH3:26])=[O:23])[CH2:18][CH2:17]2)[CH:12]=[CH:11][C:6]=1[C:7]([OH:9])=[O:8])[C:2]#[CH:3] |f:1.2|. Reported procedure: Methyl 2-propargyloxy-4-(N-t-butyloxycarbonyl-4-piperidinyloxy)benzoate (467 mg, 1.2 mmol) from Step 1 above was dissolved in methanol (10 mL) and to the stirred solution was added 1N NaOH (2.4 mL). The reaction was stirred for 4 h at 50° C. The cooled reaction was acidified with 5% aqueous citric acid (25 mL). The methanol was removed under reduced pressure and the remaining aqueous was extracted with methylene chloride (4×50 mL). The combined organic extracts were washed with water and brine, ...